From a dataset of the Open Reaction Database (ORD), a public repository of structured organic reaction records. describe an organic reaction: reactants, conditions, products, and yield The reactants are Cc1nc(C(=O)N2C(CN)CC3CC32)c(-c2cccc(F)c2)s1, O=C(O)c1cnc2sccn12. Product: Cc1nc(C(=O)N2C(CNC(=O)c3cnc4sccn34)CC3CC32)c(-c2cccc(F)c2)s1. RXN SMILES: [NH2:1][CH2:2][CH:3]1[N:4]([C:9](=[O:10])[c:11]2[n:12][c:13]([CH3:23])[s:14][c:15]2-[c:16]2[cH:17][c:18]([F:22])[cH:19][cH:20][cH:21]2)[CH:5]2[CH2:6][CH:7]2[CH2:8]1.[s:24]1[c:25]2[n:26]([cH:27][cH:28]1)[c:29]([C:32](=[O:33])[OH:34])[cH:30][n:31]2>>[NH:1]([CH2:2][CH:3]1[N:4]([C:9](=[O:10])[c:11]2[n:12][c:13]([CH3:23])[s:14][c:15]2-[c:16]2[cH:17][c:18]([F:22])[cH:19][cH:20][cH:21]2)[CH:5]2[CH2:6][CH:7]2[CH2:8]1)[C:32]([c:29]1[n:26]2[c:25]([s:24][cH:28][cH:27]2)[n:31][cH:30]1)=[O:33]. The reactants are BrC=1C(=NC=C(C(=O)NC2=CC=C(C=C2)OC(F)(F)F)C1)Cl (5-bromo-6-chloro-N-(4-(trifluoromethoxy)phenyl)nicotinamide), N(CCO)CCO (diethanolamine), CCN(C(C)C)C(C)C (DIPEA), N(CCO)CCO (Diethanolamine), N1=CN=CC(=C1)B(O)O (Pyrimidin-5-ylboronic acid), Si-Thiol. The reagents and catalysts are Cl[Pd]([P](C1=CC=CC=C1)(C2=CC=CC=C2)C3=CC=CC=C3)([P](C4=CC=CC=C4)(C5=CC=CC=C5)C6=CC=CC=C6)Cl (Pd(PPh3)2Cl2). Solvent: CC(C)O (iPrOH), C1CCOC1 (THF), COCCOC (DME). Conditions: temperature 80 celsius, time 10 minute. Yields the product OCCNCCOC1=NC=C(C(=O)NC2=CC=C(C=C2)OC(F)(F)F)C=C1C=1C=NC=NC1 (6-(2-((2-Hydroxyethyl)amino)ethoxy)-5-(pyrimidin-5-yl)-N-(4-(trifluoromethoxy)phenyl)nicotinamide). As a reaction SMILES: Br[C:2]1[C:3](Cl)=[N:4][CH:5]=[C:6]([CH:21]=1)[C:7]([NH:9][C:10]1[CH:15]=[CH:14][C:13]([O:16][C:17]([F:20])([F:19])[F:18])=[CH:12][CH:11]=1)=[O:8].[NH:23]([CH2:27][CH2:28][OH:29])[CH2:24][CH2:25][OH:26].CCN(C(C)C)C(C)C.[N:39]1[CH:44]=[C:43](B(O)O)[CH:42]=[N:41][CH:40]=1>C1COCC1.Cl[Pd](Cl)([P](C1C=CC=CC=1)(C1C=CC=CC=1)C1C=CC=CC=1)[P](C1C=CC=CC=1)(C1C=CC=CC=1)C1C=CC=CC=1.COCCOC.CC(O)C>[OH:26][CH2:25][CH2:24][NH:23][CH2:27][CH2:28][O:29][C:3]1[C:2]([C:43]2[CH:44]=[N:39][CH:40]=[N:41][CH:42]=2)=[CH:21][C:6]([C:7]([NH:9][C:10]2[CH:15]=[CH:14][C:13]([O:16][C:17]([F:20])([F:19])[F:18])=[CH:12][CH:11]=2)=[O:8])=[CH:5][N:4]=1 |^1:55,74|. Reported procedure: 5-bromo-6-chloro-N-(4-(trifluoromethoxy)phenyl)nicotinamide (Stage 44.2, 60 mg, 0.152 mmol), diethanolamine (19.14 mg, 0.182 mmol), DIPEA (53.0 μl, 0.303 mmol) and iPrOH (150 μl) were added to a vial, which was sealed and subjected to MW irradiation at 110° C. for 60 min, and then at 150° C. for 10 min. Diethanolamine (15.95 mg, 0.152 mmol) was then added and the RM was subjected to MW irradiation at 160° C. for 1 h. Pyrimidin-5-ylboronic acid (56.4 mg, 0.455 mmol), Pd(PPh3)2Cl2 (10.65 mg, 0.015... The reactants are C(C)(=O)OCC (ethyl acetate), CN(C(C1=CC(=C(C=C1)C)NC(=O)C1=CC=C(C=C1)NC1=NC2=CC=CC=C2C(=N1)C1=CC=CC=C1)=O)OC (N,4-dimethyl-N-(methyloxy)-3-[({4-[(4-phenylquinazolin-2-yl)amino]phenyl}carbonyl)amino]benzamide), solution, [H-].C(C(C)C)[Al+]CC(C)C (diisobutylaluminum hydride). The solvent is ClCCl (dichloromethane), ClCCl (dichloromethane). Conditions: temperature 0 celsius, time 1 hour. Product: C(=O)C=1C=CC(=C(C1)NC(C1=CC=C(C=C1)NC1=NC2=CC=CC=C2C(=N1)C1=CC=CC=C1)=O)C (N-(5-formyl-2-methylphenyl)-4-[(4-phenylquinazolin-2-yl)amino]benzamide). Yield: 77.0%. RXN SMILES: CN(OC)[C:3](=[O:37])[C:4]1[CH:9]=[CH:8][C:7]([CH3:10])=[C:6]([NH:11][C:12]([C:14]2[CH:19]=[CH:18][C:17]([NH:20][C:21]3[N:30]=[C:29]([C:31]4[CH:36]=[CH:35][CH:34]=[CH:33][CH:32]=4)[C:28]4[C:23](=[CH:24][CH:25]=[CH:26][CH:27]=4)[N:22]=3)=[CH:16][CH:15]=2)=[O:13])[CH:5]=1.[H-].C([Al+]CC(C)C)C(C)C.C(OCC)(=O)C>ClCCl>[CH:3]([C:4]1[CH:9]=[CH:8][C:7]([CH3:10])=[C:6]([NH:11][C:12](=[O:13])[C:14]2[CH:15]=[CH:16][C:17]([NH:20][C:21]3[N:30]=[C:29]([C:31]4[CH:32]=[CH:33][CH:34]=[CH:35][CH:36]=4)[C:28]4[C:23](=[CH:24][CH:25]=[CH:26][CH:27]=4)[N:22]=3)=[CH:18][CH:19]=2)[CH:5]=1)=[O:37] |f:1.2|. Reported procedure: A stirred solution of N,4-dimethyl-N-(methyloxy)-3-[({4-[(4-phenylquinazolin-2-yl)amino]phenyl}carbonyl)amino]benzamide (1.16 g, 2.24 mmol) in dichloromethane (150 mL) was cooled to −78° C. under nitrogen and a 1 M solution of diisobutylaluminum hydride in dichloromethane (6.7 mL, 6.7 mmol) was added dropwise over 30 min. The cooled solution was stirred for additional 1 h, then excess ethyl acetate was added to quench the reaction. The cooling bath was removed and the mixture was warmed to 0° C.... Starting materials: C(Cl)Cl.O (DCM H2O), FC1=C(C(=O)N)C=CC(=C1)C=1C=CC2=C(N=C(O2)C2CCNCC2)C1 (2-Fluoro-4-(2-(piperidin-4-yl)benzo[d]oxazol-5-yl)benzamide), C(CC)S(=O)(=O)Cl (propane-1-sulphonylchloride), TEA. Solvent: C(Cl)Cl (DCM). Conditions: time 15 minute. Yields the product FC1=C(C(=O)N)C=CC(=C1)C=1C=CC2=C(N=C(O2)C2CCN(CC2)S(=O)(=O)CCC)C1 (2-fluoro-4-{2-[1-(propylsulfonyl)piperidin-4-yl]benzo[d]oxazol-5-yl}benzamide). Yield: 7.8%. Reaction SMILES: [F:1][C:2]1[CH:10]=[C:9]([C:11]2[CH:12]=[CH:13][C:14]3[O:18][C:17]([CH:19]4[CH2:24][CH2:23][NH:22][CH2:21][CH2:20]4)=[N:16][C:15]=3[CH:25]=2)[CH:8]=[CH:7][C:3]=1[C:4]([NH2:6])=[O:5].[CH2:26]([S:29](Cl)(=[O:31])=[O:30])[CH2:27][CH3:28].C(Cl)Cl.O>C(Cl)Cl>[F:1][C:2]1[CH:10]=[C:9]([C:11]2[CH:12]=[CH:13][C:14]3[O:18][C:17]([CH:19]4[CH2:24][CH2:23][N:22]([S:29]([CH2:26][CH2:27][CH3:28])(=[O:31])=[O:30])[CH2:21][CH2:20]4)=[N:16][C:15]=3[CH:25]=2)[CH:8]=[CH:7][C:3]=1[C:4]([NH2:6])=[O:5] |f:2.3|. Reported procedure: Intermediate 25 (80 mg, 0.24 mmol) was dissolved in DCM (10 ml) and added TEA (35 mg, 0.35 mmol). This mixture was stirred at rt for 15 mins Reaction mixture cooled to 0° C. and added propane-1-sulphonylchloride (33 mg, 0.23 mmol). Reaction mixture stirred at rt for 2 h. Work up (DCM/H2O) afforded the crude product. Crude was purified by column chromatography on 60-120 mesh silica gel using a gradient mixture of EtOAC and Petether (70:30) as eluent to afford the titled compound (8 mg) as a white... The reactants are CC(=O)OC(C)=O, CCCCCCCCC(O)c1coc([Si](C)(C)C)c1, c1ccncc1. Product: CCCCCCCCC(OC(C)=O)c1coc([Si](C)(C)C)c1. RXN SMILES: [CH3:20][C:21](=[O:22])[O:23][C:24](=[O:25])[CH3:26].[OH:1][CH:2]([CH2:3][CH2:4][CH2:5][CH2:6][CH2:7][CH2:8][CH2:9][CH3:10])[c:11]1[cH:12][c:13]([Si:16]([CH3:17])([CH3:18])[CH3:19])[o:14][cH:15]1.[cH:27]1[cH:28][cH:29][n:30][cH:31][cH:32]1>>[O:1]([CH:2]([CH2:3][CH2:4][CH2:5][CH2:6][CH2:7][CH2:8][CH2:9][CH3:10])[c:11]1[cH:12][c:13]([Si:16]([CH3:17])([CH3:18])[CH3:19])[o:14][cH:15]1)[C:21]([CH3:20])=[O:22]. Starting materials: [BH4-].[Li+] (lithium borohydride), NC1=NC(=C2N=CN(C2=N1)CC(C(=O)OC)CC(=O)OC)Cl (Dimethyl 2-(2-amino-6-chloropurin-9-ylmethyl)succinate), O (water). Solvent: C(C)(C)(C)O (tert. butanol). Reaction conditions: time 1 hour. Product: OCCC(CN1C=2N=C(NC(C2N=C1)=O)N)CO (9-[4-hydroxy-2-(hydroxymethyl)butyl]guanine). RXN SMILES: [NH2:1][C:2]1[N:10]=[C:9]2[C:5]([N:6]=[CH:7][N:8]2[CH2:11][CH:12]([CH2:17][C:18]([O:20]C)=O)[C:13](OC)=[O:14])=[C:4](Cl)[N:3]=1.[BH4-].[Li+].[OH2:25]>C(O)(C)(C)C>[OH:20][CH2:18][CH2:17][CH:12]([CH2:13][OH:14])[CH2:11][N:8]1[CH:7]=[N:6][C:5]2[C:4](=[O:25])[NH:3][C:2]([NH2:1])=[N:10][C:9]1=2 |f:1.2|. Procedure: Dimethyl 2-(2-amino-6-chloropurin-9-ylmethyl)succinate (8.00 g, 0.0244 mol) was dissolved in 200 ml of tert. butanol at 50° C., lithium borohydride (2.66 g, 0.122 mol) was added in portions, and the mixture was stirred for 1 h. Then 100 ml of water was added and the stirring was continued over-night, the inorganic salts were filtered off and the solution was evaporated to dryness in vacuum. The residue was found to contain 78 mole-% of 2-amino-6-tert.butoxy-9-[4-hydroxy-2(hydroxymethyl)butyl]pur... Reactants: O (Water), [OH-].[Na+] (NaOH), BrC1=CC=C2C=CNC2=C1 (6-bromo-1H-indole), C[N+](=CCl)C.[Cl-] (Vilsmeier reagent), O (water). Run in CN(C)C=O (DMF). Run at time 8 hour. Yields the product BrC1=CC=C2C(=CNC2=C1)C=O (6-bromo-1H-indole-3-carbaldehyde). As a reaction SMILES: [Br:1][C:2]1[CH:10]=C2[C:5]([CH:6]=[CH:7]N2)=[CH:4][CH:3]=1.[CH3:11][N+:12]([CH3:15])=CCl.[Cl-].[OH2:17].[OH-].[Na+]>CN(C=O)C>[Br:1][C:2]1[CH:10]=[C:15]2[C:5]([C:6]([CH:7]=[O:17])=[CH:11][NH:12]2)=[CH:4][CH:3]=1 |f:1.2,4.5|. Procedure: To a solution of 6-bromo-1H-indole (4 g, 20.4 mmol) in DMF (20 mL) was added Vilsmeier reagent (3.929 g, 30.6 mmol) portion-wise and the resulting mixture was stirred at rt overnight. After 45 minutes, water (100 mL) was added and the mixture was stirred at rt overnight. Water (50 mL) and 10M aqueous NaOH (10 mL) was added and the reaction was stirred at rt until a precipitate formed. The resulting solid was filtered and dried under high vacuum to give 6-bromo-1H-indole-3-carbaldehyde and used a...